From a dataset of the Open Reaction Database (ORD), a public repository of structured organic reaction records. describe an organic reaction: reactants, conditions, products, and yield Starting materials: C(C=C)OC(=O)N1[C@@H](C[C@H](C1)OC(NC)=O)C=C(C(C)=O)C ((2S,4R)-1-allyloxycarbonyl-4-(methylcarbamoyloxy)-2-(2-methyl-3-oxo-1-butenyl)pyrrolidine), C(C)N1CCCCC1 (N-ethylpiperidine), FC(S(=O)(=O)O[Si](C)(C)C)(F)F (trimethylsilyl trifluoromethanesulfonate), Solution A, Solution A, C(O)([O-])=O.[Na+] (sodium hydrogen carbonate), C(C)(=O)O[C@@H]1[C@H](C(N1)=O)[C@@H](C)O[Si](C)(C)C(C)(C)C ((3R,4R)-4-acetoxy-3-[(1R)-1-t-butyldimethylsilyloxyethyl]-2-oxoazetidine), C(C)N1CCCCC1 (N-ethylpiperidine), FC(S(=O)(=O)O[Si](C)(C)C)(F)F (trimethylsilyl trifluoromethanesulfonate). The solvent is ClCCl (dichloromethane), ClCCl (dichloromethane), O (water), C(C)(=O)OCC (ethyl acetate). Run at temperature 0 celsius, time 1 hour. Product: C(C=C)OC(=O)N1[C@@H](C[C@H](C1)OC(NC)=O)C=C(C(C[C@@H]1[C@H](C(N1)=O)[C@@H](C)O[Si](C)(C)C(C)(C)C)=O)C ((3S,4R)-4-[4-{(2S,4R)-1-allyloxycarbonyl-4-(methylcarbamoyloxy)pyrrolidin-2-yl}-3-methyl-2-oxo-3-butenyl]-3-[(1R)-1-t-butyldimethylsilyloxyethyl]-2-oxoazetidine). Yield: 72.2%. Reaction SMILES: C(O[C@H:5]1[NH:8][C:7](=[O:9])[C@@H:6]1[C@H:10]([O:12][Si:13]([C:16]([CH3:19])([CH3:18])[CH3:17])([CH3:15])[CH3:14])[CH3:11])(=O)C.C(N1CCCCC1)C.FC(F)(F)S(O[Si](C)(C)C)(=O)=O.[CH2:40]([O:43][C:44]([N:46]1[CH2:50][C@H:49]([O:51][C:52](=[O:55])[NH:53][CH3:54])[CH2:48][C@H:47]1[CH:56]=[C:57]([CH3:61])[C:58](=[O:60])[CH3:59])=[O:45])[CH:41]=[CH2:42].C(=O)([O-])O.[Na+]>ClCCl.O.C(OCC)(=O)C>[CH2:40]([O:43][C:44]([N:46]1[CH2:50][C@H:49]([O:51][C:52](=[O:55])[NH:53][CH3:54])[CH2:48][C@H:47]1[CH:56]=[C:57]([CH3:61])[C:58](=[O:60])[CH2:59][C@H:5]1[NH:8][C:7](=[O:9])[C@@H:6]1[C@H:10]([O:12][Si:13]([C:16]([CH3:17])([CH3:18])[CH3:19])([CH3:14])[CH3:15])[CH3:11])=[O:45])[CH:41]=[CH2:42] |f:4.5|. Procedure: To a solution of (3R,4R)-4-acetoxy-3-[(1R)-1-t-butyldimethylsilyloxyethyl]-2-oxoazetidine (1.48 g) and N-ethylpiperidine (0.69 ml) in dichloromethane (10 ml) was added trimethylsilyl trifluoromethanesulfonate (1.0 ml) at -20° C., and the resulting mixture was stirred at 0° C. for 1 hour (Solution A). To a solution of (2S,4R)-1-allyloxycarbonyl-4-(methylcarbamoyloxy)-2-(2-methyl-3-oxo-1-butenyl)pyrrolidine (1.60 g) and N-ethylpiperidine (1.50 ml) in dichloromethane (20 ml) was added trimethylsily... Starting materials: CCCCCCCCCCOc1cccc(C(=O)O)c1, [Cl-], COC(=O)CNCC(=O)OC. Yields the product CCCCCCCCCCOc1cccc(C(=O)N(CC(=O)OC)CC(=O)OC)c1. Reaction SMILES: [CH2:1]([CH2:2][CH2:3][CH2:4][CH2:5][CH2:6][CH2:7][CH2:8][CH2:9][CH3:10])[O:11][c:12]1[cH:13][c:14]([C:15](=[O:16])[OH:17])[cH:18][cH:19][cH:20]1.[Cl-:21].[NH:22]([CH2:23][C:24](=[O:25])[O:26][CH3:27])[CH2:28][C:29](=[O:30])[O:31][CH3:32]>>[CH2:1]([CH2:2][CH2:3][CH2:4][CH2:5][CH2:6][CH2:7][CH2:8][CH2:9][CH3:10])[O:11][c:12]1[cH:13][c:14]([C:15](=[O:17])[N:22]([CH2:23][C:24](=[O:25])[O:26][CH3:27])[CH2:28][C:29](=[O:30])[O:31][CH3:32])[cH:18][cH:19][cH:20]1. Reactants: CC(C(=O)OC)C(NCC#C)=O (methyl 2-methyl-3-oxo-3-(prop-2-yn-1-ylamino)propanoate), AuCl3. The solvent is CC#N (CH3CN), CC#N (CH3CN). Conditions: temperature 50 celsius, time 14 hour. The product is CC1=CN=C(O1)C(C(=O)OC)C (methyl 2-(5-methyl-1,3-oxazol-2-yl)propanoate). As a reaction SMILES: [CH3:1][CH:2]([C:7](=[O:12])[NH:8][CH2:9][C:10]#[CH:11])[C:3]([O:5][CH3:6])=[O:4]>CC#N>[CH3:11][C:10]1[O:12][C:7]([CH:2]([CH3:1])[C:3]([O:5][CH3:6])=[O:4])=[N:8][CH:9]=1. Procedure details: To the intermediate from Step A (1.46 g, 8.63 mmol) in 20 mL of CH3CN at room temperature was added a solution of AuCl3 (0.262 g, 0.863 mmol) in 5 mL of CH3CN. The resulting mixture was stirred at 50° C. for 14 hours and concentrated. The residue was purified by silica gel chromatography using a hexanes/EtOAc gradient to give the indicated product (pale yellow oil). 1H NMR (CDCl3, 500 MHz) δ 6.78 (1H, s), 4.07 (1H, q, J=7.4 Hz), 3.79 (3H, s), 2.37 (3H, s), 1.67 (3H, d, J=7.5 Hz). The reactants are BrCC=1C=C(CN2C(C3=CC=CC=C3C2=O)=O)C=CC1 (2-(3-Bromomethyl-benzyl)-isoindole-1,3-dione), CN (methylamine), [H-].[Na+] (Sodium hydride), FC=1C=C2C=CNC2=CC1 (5-fluoro-indol). Run in CN(C)C=O (DMF), C(C)(=O)OCC (Ethyl acetate). Reaction conditions: temperature 80 celsius, time 15 minute. Product: FC=1C=C2C=CN(C2=CC1)CC=1C=C(CN)C=CC1 (3-(5-Fluoro-indol-1-ylmethyl)-benzylamine). The yield is 110.5%. RXN SMILES: [H-].[Na+].[F:3][C:4]1[CH:5]=[C:6]2[C:10](=[CH:11][CH:12]=1)[NH:9][CH:8]=[CH:7]2.Br[CH2:14][C:15]1[CH:16]=[C:17]([CH:30]=[CH:31][CH:32]=1)[CH2:18][N:19]1C(=O)C2C(=CC=CC=2)C1=O.CN>CN(C=O)C.C(OCC)(=O)C>[F:3][C:4]1[CH:5]=[C:6]2[C:10](=[CH:11][CH:12]=1)[N:9]([CH2:14][C:15]1[CH:16]=[C:17]([CH:30]=[CH:31][CH:32]=1)[CH2:18][NH2:19])[CH:8]=[CH:7]2 |f:0.1|. Procedure: Sodium hydride (55% dispersion in oil, 63 mg, 1.44 mmol) was added to a solution of 5-fluoro-indol (150 mg, 1.11 mmol) in dry DMF (3 mL). The mixture was stirred under nitrogen for 15 min. 2-(3-Bromomethyl-benzyl)-isoindole-1,3-dione (403 mg, 1.22 mmol) was added and the mixture was stirred at room temperature over night. After cooling, aqueous methylamine (40%, 5 mL) was added and this mixture was heated at 80° C. over night. Ethyl acetate was added and the organic phase was washed three times ... Starting materials: C(C)(=O)[O-] (acetate), S(=O)(=O)(OCCCCC(C)O)C1=CC=C(C)C=C1 (5-hydroxyhexyl tosylate), COC(C(=O)[O-])(C(F)(F)F)C1=CC=CC=C1 (α-methoxy-α-trifluoromethylphenylacetate), S(=O)(=O)(OCCCCC(C)OC(C)=O)C1=CC=C(C)C=C1 (5-acetoxyhexyl tosylate), acid chloride, S(=O)(=O)(OCCCCC(C)OC(C)=O)C1=CC=C(C)C=C1 (5-acetoxyhexyl tosylate). Product: S(=O)(=O)(OCCCCC(=C)OC(C)=O)C1=CC=C(C)C=C1 (5-acetoxy-5-hexenyl Tosylate). Reaction SMILES: [S:1]([C:15]1[CH:21]=[CH:20][C:18]([CH3:19])=[CH:17][CH:16]=1)([O:4][CH2:5][CH2:6][CH2:7][CH2:8][CH:9]([O:11][C:12](=[O:14])[CH3:13])[CH3:10])(=[O:3])=[O:2].C([O-])(=O)C.S(C1C=CC(C)=CC=1)(OCCCCC(O)C)(=O)=O.COC(C1C=CC=CC=1)(C(F)(F)F)C([O-])=O>>[S:1]([C:15]1[CH:16]=[CH:17][C:18]([CH3:19])=[CH:20][CH:21]=1)([O:4][CH2:5][CH2:6][CH2:7][CH2:8][C:9]([O:11][C:12](=[O:14])[CH3:13])=[CH2:10])(=[O:2])=[O:3]. Procedure: 1H NMR analysis indicated 5-acetoxyhexyl tosylate as the sole product, and hydrolysis of the acetate, conversion of the resulting 5-hydroxyhexyl tosylate to the α-methoxy-α-trifluoromethylphenylacetate (using the corresponding optically pure acid chloride), 1H NMR analysis and comparison to the racemate indicated 78% ee for 5-acetoxyhexyl tosylate. Starting materials: CS(=O)(=O)C1=CC=C(COC=2C=CC(=NC2)CO)C=C1 ([5-(4-methanesulfonyl-benzyloxy)-pyridin-2-yl]-methanol). The reagents and catalysts are [O-2].[O-2].[Mn+4] (Manganese dioxide). Solvent: C(Cl)(Cl)Cl (chloroform). Conditions: temperature 60 celsius. Product: CS(=O)(=O)C1=CC=C(COC=2C=CC(=NC2)C=O)C=C1 (5-(4-methanesulfonyl-benzyloxy)-pyridine-2-carbaldehyde). Yield: 60.8%. As a reaction SMILES: [CH3:1][S:2]([C:5]1[CH:20]=[CH:19][C:8]([CH2:9][O:10][C:11]2[CH:12]=[CH:13][C:14]([CH2:17][OH:18])=[N:15][CH:16]=2)=[CH:7][CH:6]=1)(=[O:4])=[O:3]>C(Cl)(Cl)Cl.[O-2].[O-2].[Mn+4]>[CH3:1][S:2]([C:5]1[CH:6]=[CH:7][C:8]([CH2:9][O:10][C:11]2[CH:12]=[CH:13][C:14]([CH:17]=[O:18])=[N:15][CH:16]=2)=[CH:19][CH:20]=1)(=[O:4])=[O:3] |f:2.3.4|. Reported procedure: Manganese dioxide (14.0 g, 161 mmol) was added to a solution of [5-(4-methanesulfonyl-benzyloxy)-pyridin-2-yl]-methanol (4.04 g, 13.77 mmol) in chloroform. The resulting mixture was heated to 60° C. for 10 min after which it was filtered through Celite and the filtrate washed with CH2Cl2. Volatiles were removed under reduced pressure. The crude mixture was dry-loaded onto silica gel and 5-(4-methanesulfonyl-benzyloxy)-pyridine-2-carbaldehyde (2.44 g, 61%) was isolated by chromatography (60% ethy... Reactants: C(=O)(OC(C)(C)C)NCC(=O)O (Boc-glycine), [H-].[Na+] (NaH), C(C1=CC=CC=C1)Br (benzyl bromide). Run in C1CCOC1 (THF), C1CCOC1 (THF). Reaction conditions: time 15 minute. The product is OC(CN(C(OC(C)(C)C)=O)CC1=CC=CC=C1)=O (tert-Butyl N-(2-hydroxy-2-oxoethyl)-N-(phenylmethyl)carbamate). Yield: 91.0%. RXN SMILES: [H-].[Na+].[C:3]([NH:10][CH2:11][C:12]([OH:14])=[O:13])([O:5][C:6]([CH3:9])([CH3:8])[CH3:7])=[O:4].[CH2:15](Br)[C:16]1[CH:21]=[CH:20][CH:19]=[CH:18][CH:17]=1>C1COCC1>[OH:13][C:12](=[O:14])[CH2:11][N:10]([CH2:15][C:16]1[CH:21]=[CH:20][CH:19]=[CH:18][CH:17]=1)[C:3](=[O:4])[O:5][C:6]([CH3:8])([CH3:9])[CH3:7] |f:0.1|. Procedure: To a cold (−20°) suspension of 60% NaH (120 g, 3.00 mol) in THF (700 mL) was added (30 min) a solution of Boc-glycine (175 g, 1.00 mol) in THF (300 mL). Thereafter, benzyl bromide was added to the mixture. After 15 min, the cooling bath was removed. The reaction mixture was stirred at room temperature for 1 h and then heated at reflux for 16 h. The reaction mixture was cooled to 0°. H2O (˜50 mL) was added dropwise over a 30 min period. After another 30 min, H2O (600 mL) was added. The mixture wa...